This data is from the Open Reaction Database (ORD), a public repository of structured organic reaction records. The task is: describe an organic reaction: reactants, conditions, products, and yield Reactants: O (water), C1(NCC2=CC=CC=C12)=O (2,3-dihydro-1H-isoindol-1-one), [H-].[Na+] (sodium hydride), BrCC1=CC=C(C=C1)C(C(=O)OCC)C(C(F)(F)F)C (ethyl 2-[4-(bromomethyl)phenyl]-4,4,4-trifluoro-3-methylbutanoate). Solvent: C(C)(=O)OCC (ethyl acetate), CN(C)C=O (DMF). Run at time 30 minute. The product is FC(C(C(C(=O)OCC)C1=CC=C(C=C1)CN1C(C2=CC=CC=C2C1)=O)C)(F)F (Ethyl 4,4,4-trifluoro-3-methyl-2-{4-[(1-oxo-1,3-dihydro-2H-isoindol-2-yl)methyl]phenyl}-butanoate). Reaction SMILES: [C:1]1(=[O:10])[C:9]2[C:4](=[CH:5][CH:6]=[CH:7][CH:8]=2)[CH2:3][NH:2]1.[H-].[Na+].Br[CH2:14][C:15]1[CH:20]=[CH:19][C:18]([CH:21]([CH:27]([CH3:32])[C:28]([F:31])([F:30])[F:29])[C:22]([O:24][CH2:25][CH3:26])=[O:23])=[CH:17][CH:16]=1.O>CN(C=O)C.C(OCC)(=O)C>[F:29][C:28]([F:30])([F:31])[CH:27]([CH3:32])[CH:21]([C:18]1[CH:17]=[CH:16][C:15]([CH2:14][N:2]2[CH2:3][C:4]3[C:9](=[CH:8][CH:7]=[CH:6][CH:5]=3)[C:1]2=[O:10])=[CH:20][CH:19]=1)[C:22]([O:24][CH2:25][CH3:26])=[O:23] |f:1.2|. Reported procedure: At 0° C., 222.6 mg (1.67 mmol) of 2,3-dihydro-1H-isoindol-1-one were added to 66.9 mg (1.67 mmol, 60% pure) of sodium hydride in 2 ml of DMF. The mixture was stirred for 30 min, and 600 mg (1.39 mmol) of ethyl 2-[4-(bromomethyl)phenyl]-4,4,4-trifluoro-3-methylbutanoate were then added at 0° C. The reaction mixture was stirred for a further 2 h, and water and ethyl acetate were then added. The organic phase was washed with saturated sodium chloride solution and dried over magnesium sulfate. The c... The reactants are [N-]=[N+]=[N-].[Na+] (Sodium azide), CS(=O)(=O)OCCOCCOCCOC (2-(2-(2-methoxyethoxy)ethoxy)ethyl methanesulfonate). Reaction conditions: temperature 60 celsius, time 48 hour. Product: N(=[N+]=[N-])CCOCCOCCOC (1-azido-2-(2-(2-methoxyethoxy)ethoxy)ethane). Reaction SMILES: [N-:1]=[N+:2]=[N-:3].[Na+].CS(O[CH2:10][CH2:11][O:12][CH2:13][CH2:14][O:15][CH2:16][CH2:17][O:18][CH3:19])(=O)=O>>[N:1]([CH2:10][CH2:11][O:12][CH2:13][CH2:14][O:15][CH2:16][CH2:17][O:18][CH3:19])=[N+:2]=[N-:3] |f:0.1|. Reported procedure: Sodium azide (5.37 g, 83 mmol) and 2-(2-(2-methoxyethoxy)ethoxy)ethyl methanesulfonate (20 g, 83 mmol) were added without solvent, the temperature was raised to 60° C. and the mixture stirred for 48 hours. The salts were filtered and ethyl acetate added to precipitate the dissolved salts and filtered again, producing 1-azido-2-(2-(2-methoxyethoxy)ethoxy)ethane. The reactants are ClC1=C(C(=O)OC(C)C)C=C(C(=C1)F)N1C(NC=C(C1=O)C)=O (isopropyl 2-chloro-4-fluoro-5-[3,6-dihydro-5-methyl-2,6-dioxo-1(2H)-pyrimidinyl]-benzoate), CN(C=O)C (dimethylformamide). Yields the product ClC1=C(C(=O)OC(C)C)C=C(C(=C1)F)N1C(N(C=C(C1=O)C)C)=O (isopropyl 2-chloro-4-fluoro-5-[3,6-dihydro-3,5-dimethyl-2,6-dioxo-1(2H)-pyrimidinyl]-benzoate). RXN SMILES: [Cl:1][C:2]1[CH:13]=[C:12]([F:14])[C:11]([N:15]2[C:20](=[O:21])[C:19]([CH3:22])=[CH:18][NH:17][C:16]2=[O:23])=[CH:10][C:3]=1[C:4]([O:6][CH:7]([CH3:9])[CH3:8])=[O:5].[CH3:24]N(C)C=O>>[Cl:1][C:2]1[CH:13]=[C:12]([F:14])[C:11]([N:15]2[C:20](=[O:21])[C:19]([CH3:22])=[CH:18][N:17]([CH3:24])[C:16]2=[O:23])=[CH:10][C:3]=1[C:4]([O:6][CH:7]([CH3:9])[CH3:8])=[O:5]. Procedure details: using isopropyl 2-chloro-4-fluoro-5-[3,6-dihydro-5-methyl-2,6-dioxo-1(2H)-pyrimidinyl]-benzoate in dimethylformamide there is obtained isopropyl 2-chloro-4-fluoro-5-[3,6-dihydro-3,5-dimethyl-2,6-dioxo-1(2H)-pyrimidinyl]-benzoate, m.p. 177°-180° C., Reactants: ClC1=NN2C(C(=CC=C2)NCC2=C(C=CC=C2)N(S(=O)(=O)C)C)=N1 (N-{2-[(2-chloro-[1,2,4]triazolo[1,5-a]pyridin-8-ylamino)-methyl]-phenyl}-N-methyl-methanesulfonamide), CN1CCN(CC1)C1=NC(=CN=C1)N (4-methyl-3,4,5,6-tetrahydro-2H-[1,2′]bipyrazinyl-6′-ylamine). Yields the product CN(S(=O)(=O)C)C1=C(C=CC=C1)CNC=1C=2N(C=CC1)N=C(N2)NC2=CN=CC(=N2)N2CCN(CC2)C (N-Methyl-N-(2-{[2-(4-methyl-3,4,5,6-tetrahydro-2H-[1,2′]bipyrazinyl-6′-ylamino)-[1,2,4]triazolo[1,5-a]pyridin-8-ylamino]-methyl}-phenyl)-methanesulfonamide), foam. The yield is 1.8%. RXN SMILES: Cl[C:2]1[N:24]=[C:5]2[C:6]([NH:10][CH2:11][C:12]3[CH:17]=[CH:16][CH:15]=[CH:14][C:13]=3[N:18]([CH3:23])[S:19]([CH3:22])(=[O:21])=[O:20])=[CH:7][CH:8]=[CH:9][N:4]2[N:3]=1.[CH3:25][N:26]1[CH2:31][CH2:30][N:29]([C:32]2[CH:37]=[N:36][CH:35]=[C:34]([NH2:38])[N:33]=2)[CH2:28][CH2:27]1>>[CH3:23][N:18]([C:13]1[CH:14]=[CH:15][CH:16]=[CH:17][C:12]=1[CH2:11][NH:10][C:6]1[C:5]2[N:4]([N:3]=[C:2]([NH:38][C:34]3[N:33]=[C:32]([N:29]4[CH2:30][CH2:31][N:26]([CH3:25])[CH2:27][CH2:28]4)[CH:37]=[N:36][CH:35]=3)[N:24]=2)[CH:9]=[CH:8][CH:7]=1)[S:19]([CH3:22])(=[O:21])=[O:20]. Procedure: N-Methyl-N-(2-{[2-(4-methyl-3,4,5,6-tetrahydro-2H-[1,2′]bipyrazinyl-6′-ylamino)-[1,2,4]triazolo[1,5-a]pyridin-8-ylamino]-methyl}-phenyl)-methanesulfonamide was prepared from N-{2-[(2-chloro-[1,2,4]triazolo[1,5-a]pyridin-8-ylamino)-methyl]-phenyl}-N-methyl-methanesulfonamide (130 mg, 0.36 mmol) and 4-methyl-3,4,5,6-tetrahydro-2H-[1,2′]bipyrazinyl-6′-ylamine (92.159 mg, 0.47689 mmol in a manner analogous to Example 2d. Product was isolated as an off-white foam (28.64 mg, 1.8%). 1H NMR (400 MHz, (D... Reactants: ClCC(=O)NC=1SC=C(N1)C(C(=O)N[C@@H]1C(N([C@@H]1C(=O)OC)S(=O)(=O)[O-])=O)=NOC(C)(C(=O)OCC1=CC=C(C=C1)[N+](=O)[O-])C.[Na+] (sodium cis-3-{2-(2-chloroacetamido-4-thiazolyl)-2-[1-methyl-1-(p-nitrobenzyloxycarbonyl)ethyloxyimino]acetamido}-4-methoxycarbonyl-2-oxoazetidine-1-sulfonate), CSC(N)=S.[Na] (sodium monomethyldithiocarbamate), CSC(N)=S.[Na] (sodium monomethyldithiocarbamate). Solvent: O (water). The product is NC=1SC=C(N1)C(C(=O)N[C@@H]1C(N([C@@H]1C(=O)OC)S(=O)(=O)[O-])=O)=NOC(C)(C(=O)OCC1=CC=C(C=C1)[N+](=O)[O-])C.[Na+] (sodium cis-3-{2-(2-amino-4-thiazolyl)-2-[1-methyl-1-(p-nitrobenzyloxycarbonyl)ethyloxyimino]acetamido}-4-methoxycarbonyl-2-oxoazetidine-1-sulfonate). As a reaction SMILES: ClCC([NH:5][C:6]1[S:7][CH:8]=[C:9]([C:11](=[N:28][O:29][C:30]([CH3:45])([C:32]([O:34][CH2:35][C:36]2[CH:41]=[CH:40][C:39]([N+:42]([O-:44])=[O:43])=[CH:38][CH:37]=2)=[O:33])[CH3:31])[C:12]([NH:14][C@H:15]2[C@@H:18]([C:19]([O:21][CH3:22])=[O:20])[N:17]([S:23]([O-:26])(=[O:25])=[O:24])[C:16]2=[O:27])=[O:13])[N:10]=1)=O.[Na+:46].CSC(=S)N.[Na]>O>[NH2:5][C:6]1[S:7][CH:8]=[C:9]([C:11](=[N:28][O:29][C:30]([CH3:45])([C:32]([O:34][CH2:35][C:36]2[CH:41]=[CH:40][C:39]([N+:42]([O-:44])=[O:43])=[CH:38][CH:37]=2)=[O:33])[CH3:31])[C:12]([NH:14][C@H:15]2[C@@H:18]([C:19]([O:21][CH3:22])=[O:20])[N:17]([S:23]([O-:26])(=[O:25])=[O:24])[C:16]2=[O:27])=[O:13])[N:10]=1.[Na+:46] |f:0.1,2.3,5.6,^1:51|. Procedure: In 30 ml of water is dissolved 1.158 g of sodium cis-3-{2-(2-chloroacetamido-4-thiazolyl)-2-[1-methyl-1-(p-nitrobenzyloxycarbonyl)ethyloxyimino]acetamido}-4-methoxycarbonyl-2-oxoazetidine-1-sulfonate (syn-isomer), and under ice-cooling and stirring, 241 mg of sodium monomethyldithiocarbamate is added. The mixture is stirred at room temperature for one hour, after which a further 241 mg of sodium monomethyldithiocarbamate is added. The mixture is further stirred for one hour. The reaction mixture... The reactants are ICCOCCI (2-iodoethyl ether), C(CCC)[Li] (Butyllithium), N1C(CC2=CC=CC=C12)=O (oxindole), CN(CCN(C)C)C (N,N,N′,N′-tetramethylethane-1,2-diamine). Solvent: C1CCOC1 (THF). Run at time 1 hour. The product is O1CCC2(CC1)C(NC1=CC=CC=C12)=O (2′,3′,5′,6′-Tetrahydrospiro[indole-3,4′-pyran]-2(1H)-one). RXN SMILES: C([Li])CCC.[NH:6]1[C:14]2[C:9](=[CH:10][CH:11]=[CH:12][CH:13]=2)[CH2:8][C:7]1=[O:15].CN(C)CCN(C)C.I[CH2:25][CH2:26][O:27][CH2:28][CH2:29]I>C1COCC1>[O:27]1[CH2:28][CH2:29][C:8]2([C:9]3[C:14](=[CH:13][CH:12]=[CH:11][CH:10]=3)[NH:6][C:7]2=[O:15])[CH2:25][CH2:26]1. Procedure details: Butyllithium (2.5 M in hexanes, 3.76 mL, 9.39 mmol) was added to a solution of oxindole (500 mg, 3.76 mmol) at −78° C. in THF (40 mL). After complete addition, N,N,N′,N′-tetramethylethane-1,2-diamine (1.48 mL, 9.76 mmol) was added, maintaining the internal temperature <−70° C. After 1 h at −78° C., 2-iodoethyl ether (4.90 g, 15.0 mmol) was added and the reaction warmed to ambient temperature. After 48 h the reaction was quenched with H2O (5 mL) and the mixture was partitioned between EtOAc (100 ...